This data is from the Open Reaction Database (ORD), a public repository of structured organic reaction records. The task is: describe an organic reaction: reactants, conditions, products, and yield Starting materials: ClCCCC#CCCC(C)=O (9-chloro-5-nonyn-2-one), [OH-].[Na+] (sodium hydroxide), C(C)O (ethanol), [C-]#N.[Na+] (sodium cyanide). Solvent: O (water), CCOCC (ether). Yields the product C(#N)CCCC#CCCC(C)=O (9-cyano-5-nonyn-2-one). Reaction SMILES: Cl[CH2:2][CH2:3][CH2:4][C:5]#[C:6][CH2:7][CH2:8][C:9](=[O:11])[CH3:10].C(O)C.[C-:15]#[N:16].[Na+].[OH-].[Na+]>O.CCOCC>[C:15]([CH2:2][CH2:3][CH2:4][C:5]#[C:6][CH2:7][CH2:8][C:9](=[O:11])[CH3:10])#[N:16] |f:2.3,4.5|. Reported procedure: To a solution consisting of 2.77 parts of 9-chloro-5-nonyn-2-one in 8 parts by volume of ethanol is added a solution containing 2.77 parts of sodium cyanide dissolved in 4 parts of water. The resulting reaction mixture is heated at 80° - 100° C. for about 24 hours, then is cooled and diluted with ether, and then 20 parts by volume of dilute aqueous sodium hydroxide is added with stirring. The layers are separated and the alkaline layer is extracted with ether. The ether extracts are combined, wa... Reactants: CC(=O)Oc1cc(Br)cc2c1OC(C)(C)CC2(C)C, CCOC(C)=O, CO, CCCCCC, [Na+], [Na+], O=C([O-])[O-]. The product is CC1(C)CC(C)(C)c2cc(Br)cc(O)c2O1. Reaction SMILES: [C:1](=[O:2])([CH3:3])[O:4][c:5]1[cH:6][c:7]([Br:19])[cH:8][c:9]2[c:14]1[O:13][C:12]([CH3:15])([CH3:16])[CH2:11][C:10]2([CH3:17])[CH3:18].[CH3:26][CH2:27][O:28][C:29](=[O:30])[CH3:31].[CH3:32][OH:33].[CH3:34][CH2:35][CH2:36][CH2:37][CH2:38][CH3:39].[Na+:20].[Na+:21].[O-:22][C:23](=[O:24])[O-:25]>>[OH:4][c:5]1[cH:6][c:7]([Br:19])[cH:8][c:9]2[c:14]1[O:13][C:12]([CH3:15])([CH3:16])[CH2:11][C:10]2([CH3:17])[CH3:18]. Reactants: [Cr](=O)(=O)([O-])Cl.[NH+]1=CC=CC=C1 (pyridinium chlorochromate), OC1C2CCCC2CC1 (6-hydroxybicyclo[3,3,0]octane). Solvent: ClCCl (dichloromethane). Conditions: time 3.5 hour. Yields the product C12CCCC2C(CC1)=O (bicyclo[3,3,0]octan-6-one). Reaction SMILES: [OH:1][CH:2]1[CH2:9][CH2:8][CH:7]2[CH:3]1[CH2:4][CH2:5][CH2:6]2.[Cr](Cl)([O-])(=O)=O.[NH+]1C=CC=CC=1>ClCCl>[CH:7]12[CH2:8][CH2:9][C:2](=[O:1])[CH:3]1[CH2:4][CH2:5][CH2:6]2 |f:1.2|. Procedure details: A stirred solution of crude (E)-2-[(mixture of 3α and 3β)-tert-butyldimethylsilyloxy-3-cyclohexylprop-1-enyl]-6-hydroxybicyclo[3,3,0]octane (0.36 g; prepared as described in Reference Example 32 and predominantly in the 2β-configuration) in dichloromethane (15 ml) was treated with pyridinium chlorochromate (0.42 g) at 20° C. under an argon atmosphere and stirred for a further period of 3.5 hours. The mixture was then treated with silica gel (2 g) and carefully concentrated in vacuo. The resultin... Yields the product COc1cccc(F)c1C=O. RXN SMILES: [CH2:10]([Li:11])[CH2:12][CH2:13][CH3:14].[F:1][c:2]1[cH:3][c:4]([O:8][CH3:9])[cH:5][cH:6][cH:7]1.[O:15]=[CH:16][N:17]([CH3:18])[CH3:19]>>[F:1][c:2]1[c:3]([CH:16]=[O:15])[c:4]([O:8][CH3:9])[cH:5][cH:6][cH:7]1. Starting materials: [Li]CCCC, COc1cccc(F)c1, CN(C)C=O. Starting materials: COP(OC)(=O)C=1C=C(C=CC1OC)C1=CC=C(C=C1)C (4-methoxy-4′-methylbiphenyl-3-yl-phosphonic acid dimethyl ester), BrN1C(CCC1=O)=O (N-bromosuccinimide), C(C1=CC=CC=C1)(=O)OOC(C1=CC=CC=C1)=O (benzoyl peroxide). Solvent: C(Cl)Cl (CH2Cl2), C(Cl)(Cl)(Cl)Cl (CCl4). Yields the product COP(OC)(=O)C=1C=C(C=CC1OC)C1=CC=C(C=C1)CBr (4′-bromomethyl-4-methoxybiphenyl-3-yl-phosphonic Acid Dimethyl Ester). The yield is 66.1%. As a reaction SMILES: [CH3:1][O:2][P:3]([C:7]1[CH:8]=[C:9]([C:15]2[CH:20]=[CH:19][C:18]([CH3:21])=[CH:17][CH:16]=2)[CH:10]=[CH:11][C:12]=1[O:13][CH3:14])(=[O:6])[O:4][CH3:5].[Br:22]N1C(=O)CCC1=O.C(OOC(=O)C1C=CC=CC=1)(=O)C1C=CC=CC=1>C(Cl)(Cl)(Cl)Cl.C(Cl)Cl>[CH3:1][O:2][P:3]([C:7]1[CH:8]=[C:9]([C:15]2[CH:16]=[CH:17][C:18]([CH2:21][Br:22])=[CH:19][CH:20]=2)[CH:10]=[CH:11][C:12]=1[O:13][CH3:14])(=[O:6])[O:4][CH3:5]. Reported procedure: A mixture of 4-methoxy-4′-methylbiphenyl-3-yl-phosphonic acid dimethyl ester (300 mg, 1.1 mmol), N-bromosuccinimide (190 mg, 1.1 mmol) and a few crystal of benzoyl peroxide in CCl4 (15 mL) was refluxed and irradiated with a sun lamp for 1 h. More N-bromosuccinimde (30 mg, 0.17 mmol) was added and the mixture was refluxed for 30 min. After cooling to r.t., the mixture was diluted with CH2Cl2 and washed with H2O (3×), dried (MgSO4) and concentrated. The solid residue was swished with Et2O to give ... Reactants: C(C)[Mg]Br (ethylmagnesium bromide), NC1=NC(=NC(=N1)C)C=1C(=NC=C(C(=O)OC)C1)NC=1C=NC(=C(C1)F)OC (methyl 5-(4-amino-6-methyl-1,3,5-triazin-2-yl)-6-(5-fluoro-6-methoxypyridin-3-ylamino)nicotinate), C(C)[Mg]Br (ethylmagnesium bromide), C(=O)(O)[O-].[Na+] (NaHCO3), CC(C)O.C(Cl)Cl (iPrOH DCM). The reagents and catalysts are CC([O-])C.[Ti+4].CC([O-])C.CC([O-])C.CC([O-])C (titanium(iv) isopropoxide). Solvent: C1CCOC1 (THF), C1CCOC1 (THF), C1CCOC1 (THF). Run at time 1 hour. The product is NC1=NC(=NC(=N1)C)C=1C=C(C=NC1NC=1C=NC(=C(C1)F)OC)C1(CC1)O (1-(5-(4-amino-6-methyl-1,3,5-triazin-2-yl)-6-(5-fluoro-6-methoxypyridin-3-ylamino)pyridin-3-yl)cyclopropanol). Isolated yield 7.0%. RXN SMILES: [NH2:1][C:2]1[N:7]=[C:6]([CH3:8])[N:5]=[C:4]([C:9]2[C:10]([NH:19][C:20]3[CH:21]=[N:22][C:23]([O:27][CH3:28])=[C:24]([F:26])[CH:25]=3)=[N:11][CH:12]=[C:13]([CH:18]=2)[C:14](OC)=[O:15])[N:3]=1.[CH2:29]([Mg]Br)[CH3:30].C([O-])(O)=O.[Na+].CC(O)C.C(Cl)Cl>C1COCC1.CC(C)[O-].[Ti+4].CC(C)[O-].CC(C)[O-].CC(C)[O-]>[NH2:1][C:2]1[N:7]=[C:6]([CH3:8])[N:5]=[C:4]([C:9]2[CH:18]=[C:13]([C:14]3([OH:15])[CH2:30][CH2:29]3)[CH:12]=[N:11][C:10]=2[NH:19][C:20]2[CH:21]=[N:22][C:23]([O:27][CH3:28])=[C:24]([F:26])[CH:25]=2)[N:3]=1 |f:2.3,4.5,7.8.9.10.11|. Procedure: To a slurry of methyl 5-(4-amino-6-methyl-1,3,5-triazin-2-yl)-6-(5-fluoro-6-methoxypyridin-3-ylamino)nicotinate (0.400 g, 1.038 mmol) and titanium(iv) isopropoxide (0.365 mL, 1.246 mmol) in 8 mL THF at ambient temperature was added ethylmagnesium bromide 1.0 M solution in THF (5.61 mL, 5.61 mmol) over 2-3 min. The reaction became dark brown and warm, with bubbling. The reaction was cooled briefly with an ice bath and then allowed to stir at ambient temperature. After 1 h, an additional 2.4 equiv...